This data is from the Open Reaction Database (ORD), a public repository of structured organic reaction records. The task is: describe an organic reaction: reactants, conditions, products, and yield Reactants: BrC=1C=CC(=NC1)[N+](=O)[O-] (5-bromo-2-nitropyridine), N1C(CNCC1)=O (piperazin-2-one), CCN(C(C)C)C(C)C (DIEA). The product is [N+](=O)([O-])C1=CC=C(C=N1)N1CC(NCC1)=O (4-(6-nitropyridin-3-yl)piperazin-2-one). Run in CS(=O)C (DMSO). Conditions: temperature 120 celsius, time 16 hour. As a reaction SMILES: Br[C:2]1[CH:3]=[CH:4][C:5]([N+:8]([O-:10])=[O:9])=[N:6][CH:7]=1.[NH:11]1[CH2:16][CH2:15][NH:14][CH2:13][C:12]1=[O:17].CCN(C(C)C)C(C)C>CS(C)=O>[N+:8]([C:5]1[N:6]=[CH:7][C:2]([N:14]2[CH2:15][CH2:16][NH:11][C:12](=[O:17])[CH2:13]2)=[CH:3][CH:4]=1)([O-:10])=[O:9]. Reported procedure: To a sealed tube were added 5-bromo-2-nitropyridine 141-1 (1.01 g, 5 mmol), piperazin-2-one 141-2 (0.6 g, 6 mmol), DIEA (1.8 mL, 18 mmol) and DMSO (6 mL). The reaction was heated to 120° C. and stirred for 16 hours. The reaction was cooled down to room temperature. DIEA was removed by rotary evaporation. The residue was triturated in 15 mL ethyl acetate. The solid was collected by filtration and washed with small amount of ethyl acetate to give 4-(6-nitropyridin-3-yl)piperazin-2-one 141-3 as lig... Reaction SMILES: [BrH:1].[CH3:2][O:3][CH2:4][CH2:5][n:6]1[c:7](=[NH:15])[s:8][c:9]2[c:10]1[cH:11][cH:12][cH:13][cH:14]2.[OH:16][C:17](=[O:18])[c:19]1[cH:20][c:21]([Cl:22])[cH:23][cH:24][c:25]1[OH:26]>>[CH3:2][O:3][CH2:4][CH2:5][n:6]1[c:7](=[N:15][C:17](=[O:16])[c:19]2[cH:20][c:21]([Cl:22])[cH:23][cH:24][c:25]2[OH:26])[s:8][c:9]2[c:10]1[cH:11][cH:12][cH:13][cH:14]2. The product is COCCn1c(=NC(=O)c2cc(Cl)ccc2O)sc2ccccc21. Starting materials: Br, COCCn1c(=N)sc2ccccc21, O=C(O)c1cc(Cl)ccc1O. Reactants: COC([C@H](CC1=CC=C(C=C1)C1=CC=C(C=C1)F)NC(=O)[C@H]1N(CC=2C=C3O[C@@H](C(N(C3=CC2C1)C)=O)C1=CC=C(C=C1)O)[C@@H](CC)C1=CC=CC=C1)=O ((S)-3-(4′-fluoro-biphenyl-4-yl)-2-{[(3R,7S)-3-(4-hydroxy-phenyl)-1-methyl-2-oxo-6-((S)-1-phenyl-propyl)-2,3,5,6,7,8-hexahydro-1H-4-oxa-1,6-diaza-anthracene-7-carbonyl]-amino}-propionic acid methyl ester), OC1=CC=C(C=C1)[C@@H]1C(N(C2=CC=3C[C@H](N(CC3C=C2O1)[C@@H](CC)C1=CC=CC=C1)C(=O)O)C)=O ((3R,7S)-3-(4-hydroxy-phenyl)-1-methyl-2-oxo-6-((S)-1-phenyl-propyl)-2,3,5,6,7,8-hexahydro-1H-4-oxa-1,6-diaza-anthracene-7-carboxylic acid), Cl.COC([C@H](CC1=CC=C(C=C1)C1=CC=C(C=C1)C#N)N)=O ((S)-2-amino-3-(4′-cyano-biphenyl-4-yl)-propionic acid methyl ester hydrochloride), COC([C@H](CC1=CC=C(C=C1)C1=CC=C(C=C1)OC)NC(=O)[C@H]1N(CC=2C=C3O[C@@H](C(N(C3=CC2C1)C)=O)C1=CC=C(C=C1)O)[C@@H](CC)C1=CC=CC=C1)=O ((S)-2-{[(3R,7S)-3-(4-Hydroxy-phenyl)-1-methyl-2-oxo-6-((S)-1-phenyl-propyl)-2,3,5,6,7,8-hexahydro-1H-4-oxa-1,6-diaza-anthracene-7-carbonyl]-amino}-3-(4′-methoxy-biphenyl-4-yl)-propionic acid methyl ester), COC([C@H](CC1=CC=C(C=C1)C1=CC=C(C=C1)Cl)NC(=O)[C@H]1N(CC=2C=C3O[C@@H](C(N(C3=CC2C1)C)=O)C1=CC=C(C=C1)O)[C@@H](CC)C1=CC=CC=C1)=O ((S)-3-(4′-chloro-biphenyl-4-yl)-2-{[(3R,7S)-3-(4-hydroxy-phenyl)-1-methyl-2-oxo-6-((S)-1-phenyl-propyl)-2,3,5,6,7,8-hexahydro-1H-4-oxa-1,6-diaza-anthracene-7-carbonyl]-amino}-propionic acid methyl ester). The product is COC([C@H](CC1=CC=C(C=C1)C1=CC=C(C=C1)C#N)NC(=O)[C@H]1N(CC=2C=C3O[C@@H](C(N(C3=CC2C1)C)=O)C1=CC=C(C=C1)O)[C@@H](CC)C1=CC=CC=C1)=O ((S)-3-(4′-Cyano-biphenyl-4-yl)-2-{[(3R,7S)-3-(4-hydroxy-phenyl)-1-methyl-2-oxo-6-((S)-1-phenyl-propyl)-2,3,5,6,7,8-hexahydro-1H-4-oxa-1,6-diaza-anthracene-7-carbonyl]-amino}-propionic acid methyl ester). Reaction SMILES: [OH:1][C:2]1[CH:7]=[CH:6][C:5]([C@H:8]2[O:21][C:20]3[C:11](=[CH:12][C:13]4[CH2:14][C@@H:15]([C:31](O)=[O:32])[N:16]([C@H:22]([C:25]5[CH:30]=[CH:29][CH:28]=[CH:27][CH:26]=5)[CH2:23][CH3:24])[CH2:17][C:18]=4[CH:19]=3)[N:10]([CH3:34])[C:9]2=[O:35])=[CH:4][CH:3]=1.Cl.[CH3:37][O:38][C:39](=[O:57])[C@@H:40]([NH2:56])[CH2:41][C:42]1[CH:47]=[CH:46][C:45]([C:48]2[CH:53]=[CH:52][C:51]([C:54]#[N:55])=[CH:50][CH:49]=2)=[CH:44][CH:43]=1.COC(=O)[C@@H](NC([C@@H]1CC2C=C3C(O[C@H](C4C=CC(O)=CC=4)C(=O)N3C)=CC=2CN1[C@H](C1C=CC=CC=1)CC)=O)CC1C=CC(C2C=CC(Cl)=CC=2)=CC=1.COC(=O)[C@@H](NC([C@@H]1CC2C=C3C(O[C@H](C4C=CC(O)=CC=4)C(=O)N3C)=CC=2CN1[C@H](C1C=CC=CC=1)CC)=O)CC1C=CC(C2C=CC(F)=CC=2)=CC=1.COC(=O)[C@@H](NC([C@@H]1CC2C=C3C(O[C@H](C4C=CC(O)=CC=4)C(=O)N3C)=CC=2CN1[C@H](C1C=CC=CC=1)CC)=O)CC1C=CC(C2C=CC(OC)=CC=2)=CC=1>>[CH3:37][O:38][C:39](=[O:57])[C@@H:40]([NH:56][C:31]([C@@H:15]1[CH2:14][C:13]2[CH:12]=[C:11]3[C:20]([O:21][C@H:8]([C:5]4[CH:6]=[CH:7][C:2]([OH:1])=[CH:3][CH:4]=4)[C:9](=[O:35])[N:10]3[CH3:34])=[CH:19][C:18]=2[CH2:17][N:16]1[C@H:22]([C:25]1[CH:30]=[CH:29][CH:28]=[CH:27][CH:26]=1)[CH2:23][CH3:24])=[O:32])[CH2:41][C:42]1[CH:47]=[CH:46][C:45]([C:48]2[CH:53]=[CH:52][C:51]([C:54]#[N:55])=[CH:50][CH:49]=2)=[CH:44][CH:43]=1 |f:1.2|. Procedure details: (S)-3-(4′-Cyano-biphenyl-4-yl)-2-{[(3R,7S)-3-(4-hydroxy-phenyl)-1-methyl-2-oxo-6-((S)-1-phenyl-propyl)-2,3,5,6,7,8-hexahydro-1H-4-oxa-1,6-diaza-anthracene-7-carbonyl]-amino}-propionic acid methyl ester (84 mg) was prepared from (3R,7S)-3-(4-hydroxy-phenyl)-1-methyl-2-oxo-6-((S)-1-phenyl-propyl)-2,3,5,6,7,8-hexahydro-1H-4-oxa-1,6-diaza-anthracene-7-carboxylic acid (100 mg) and (S)-2-amino-3-(4′-cyano-biphenyl-4-yl)-propionic acid methyl ester hydrochloride following general procedure A. A similar... Starting materials: C1CCOC1, [H-], CI, [Na+], O, O=c1c2ccccc2nnn1CCN1CCC(c2c[nH]c3ccccc23)CC1. Product: Cn1cc(C2CCN(CCn3nnc4ccccc4c3=O)CC2)c2ccccc21. As a reaction SMILES: [CH2:3]1[O:4][CH2:5][CH2:6][CH2:7]1.[H-:1].[I:36][CH3:37].[Na+:2].[OH2:38].[nH:8]1[cH:9][c:10]([CH:17]2[CH2:18][CH2:19][N:20]([CH2:23][CH2:24][n:25]3[n:26][n:27][c:28]4[c:29]([c:30]3=[O:31])[cH:32][cH:33][cH:34][cH:35]4)[CH2:21][CH2:22]2)[c:11]2[cH:12][cH:13][cH:14][cH:15][c:16]12>>[CH3:3][n:8]1[cH:9][c:10]([CH:17]2[CH2:18][CH2:19][N:20]([CH2:23][CH2:24][n:25]3[n:26][n:27][c:28]4[c:29]([c:30]3=[O:31])[cH:32][cH:33][cH:34][cH:35]4)[CH2:21][CH2:22]2)[c:11]2[cH:12][cH:13][cH:14][cH:15][c:16]12. The reactants are C(C1=CC=CC=C1)N1N=NC(=C1O)C(=O)[O-] (1-benzyl-5-hydroxy-1H-1,2,3-triazole-4-carboxylate), [OH-].[Na+] (sodium hydroxide), Cl (hydrochloric acid). Yields the product C(C1=CC=CC=C1)N1N=NC(=C1O)C(=O)O (1-benzyl-5-hydroxy-1H-1,2,3-triazole-4-carboxylic acid). Yield: 88.9%. Reaction SMILES: [CH2:1]([N:8]1[C:12]([OH:13])=[C:11]([C:14]([O-:16])=[O:15])[N:10]=[N:9]1)[C:2]1[CH:7]=[CH:6][CH:5]=[CH:4][CH:3]=1.[OH-].[Na+].Cl>>[CH2:1]([N:8]1[C:12]([OH:13])=[C:11]([C:14]([OH:16])=[O:15])[N:10]=[N:9]1)[C:2]1[CH:7]=[CH:6][CH:5]=[CH:4][CH:3]=1 |f:1.2|. Procedure details: Stir a 90° C. solution of 1-benzyl-5-hydroxy-1H-1,2,3-triazole-4-carboxylate (1.46 g; 1.0 equiv; 5.90 mmoles) and sodium hydroxide (1N; 10.00 mL; 1.7 equiv; 10.00 mmoles) for 9 hours. Add 1N hydrochloric acid until the pH is 2, then filter the reaction and dry the filter cake to afford 1-benzyl-5-hydroxy-1H-1,2,3-triazole-4-carboxylic acid (1.15 g; 89%): MS (m/z): 220(M+1). Reactants: C1CCOC1, [Na+], COC(=O)C1=C(c2ccc(OC)cc2)c2cc(OC(C)C)ccc2OC1c1ccc2c(c1)OCO2, [OH-]. The product is COc1ccc(C2=C(C(=O)O)C(c3ccc4c(c3)OCO4)Oc3ccc(OC(C)C)cc32)cc1. As a reaction SMILES: [CH2:38]1[O:39][CH2:40][CH2:41][CH2:42]1.[Na+:37].[O:1]1[CH2:2][O:3][c:4]2[c:5]1[cH:6][cH:7][c:8]([CH:10]1[O:11][c:12]3[cH:13][cH:14][c:15]([O:32][CH:33]([CH3:34])[CH3:35])[cH:16][c:17]3[C:18]([c:24]3[cH:25][cH:26][c:27]([O:30][CH3:31])[cH:28][cH:29]3)=[C:19]1[C:20](=[O:21])[O:22][CH3:23])[cH:9]2.[OH-:36]>>[O:1]1[CH2:2][O:3][c:4]2[c:5]1[cH:6][cH:7][c:8]([CH:10]1[O:11][c:12]3[cH:13][cH:14][c:15]([O:32][CH:33]([CH3:34])[CH3:35])[cH:16][c:17]3[C:18]([c:24]3[cH:25][cH:26][c:27]([O:30][CH3:31])[cH:28][cH:29]3)=[C:19]1[C:20](=[O:21])[OH:22])[cH:9]2. Starting materials: C, COC(=O)c1cccc(Cc2c(C)c(OC)c(OC)c(OC)c2OC)c1OCc1ccccc1, CO, [H][H], [Pd]. Yields the product COC(=O)c1cccc(Cc2c(C)c(OC)c(OC)c(OC)c2OC)c1O. As a reaction SMILES: [C:39].[CH3:1][O:2][c:3]1[c:4]([CH3:34])[c:5]([CH2:6][c:7]2[c:8]([O:17][CH2:18][c:19]3[cH:20][cH:21][cH:22][cH:23][cH:24]3)[c:9]([C:10](=[O:11])[O:12][CH3:13])[cH:14][cH:15][cH:16]2)[c:25]([O:32][CH3:33])[c:26]([O:30][CH3:31])[c:27]1[O:28][CH3:29].[CH3:37][OH:38].[H:35][H:36].[Pd:40]>>[CH3:1][O:2][c:3]1[c:4]([CH3:34])[c:5]([CH2:6][c:7]2[c:8]([OH:17])[c:9]([C:10](=[O:11])[O:12][CH3:13])[cH:14][cH:15][cH:16]2)[c:25]([O:32][CH3:33])[c:26]([O:30][CH3:31])[c:27]1[O:28][CH3:29].